This data is from the Open Reaction Database (ORD), a public repository of structured organic reaction records. The task is: describe an organic reaction: reactants, conditions, products, and yield Starting materials: [Br-], CCc1c(C=O)cnn1-c1ccccc1, C1CCOC1, C[Mg+], CCOCC, [Cl-], [NH4+]. Reaction SMILES: [Br-:16].[CH2:1]([CH3:2])[c:3]1[c:4]([CH:14]=[O:15])[cH:5][n:6][n:7]1-[c:8]1[cH:9][cH:10][cH:11][cH:12][cH:13]1.[CH2:21]1[O:22][CH2:23][CH2:24][CH2:25]1.[CH3:17][Mg+:18].[CH3:26][CH2:27][O:28][CH2:29][CH3:30].[Cl-:19].[NH4+:20]>>[CH2:1]([CH3:2])[c:3]1[c:4]([CH:14]([OH:15])[CH3:17])[cH:5][n:6][n:7]1-[c:8]1[cH:9][cH:10][cH:11][cH:12][cH:13]1. Product: CCc1c(C(C)O)cnn1-c1ccccc1.